This data is from the Open Reaction Database (ORD), a public repository of structured organic reaction records. The task is: describe an organic reaction: reactants, conditions, products, and yield Starting materials: potassium t-butylate, Br.[Br-].CN(CCCCCC[P+](C1=CC=CC=C1)(C1=CC=CC=C1)C1=CC=CC=C1)C (6-(dimethylamino)hexyl-triphenylphosphonium bromide hydrobromide), C(=O)C1=CC=C(C(=O)OC)C=C1 (methyl p-formylbenzoate). Solvent: O1CCCC1 (tetrahydrofuran), O1CCCC1 (tetrahydrofuran). Run at time 18 hour. The product is CN(CCCCC\C=C/C1=CC=C(C(=O)OC)C=C1)C (methyl 4-[(Z)-7-(dimethylamino)-1-heptenyl]benzoate). Isolated yield 34.8%. As a reaction SMILES: Br.[Br-].[CH3:3][N:4]([CH3:30])[CH2:5][CH2:6][CH2:7][CH2:8][CH2:9][CH2:10][P+](C1C=CC=CC=1)(C1C=CC=CC=1)C1C=CC=CC=1.[CH:31]([C:33]1[CH:42]=[CH:41][C:36]([C:37]([O:39][CH3:40])=[O:38])=[CH:35][CH:34]=1)=O>O1CCCC1>[CH3:3][N:4]([CH3:30])[CH2:5][CH2:6][CH2:7][CH2:8][CH2:9]/[CH:10]=[CH:31]\[C:33]1[CH:42]=[CH:41][C:36]([C:37]([O:39][CH3:40])=[O:38])=[CH:35][CH:34]=1 |f:0.1.2|. Reported procedure: 2.47 g of potassium t-butylate were added to a suspension of 5.06 g of 6-(dimethylamino)hexyl-triphenylphosphonium bromide hydrobromide (see Example 1 a) in 50 ml of tetrahydrofuran at 0° under argon. To this suspension was added dropwise within 15 minutes a solution of 1.64 g of methyl p-formylbenzoate in 20 ml of tetrahydrofuran. The reaction mixture was stirred at room temperature for 18 hours and then evaporated. The residue was dissolved in 100 ml of 1N hydrochloric acid and the aqueous pha... Starting materials: CC=1NC=CN1 (2-methylimidazole), ClC=1N=C(C2=C(N1)SC=C2C)NCC2=CC=CC=C2 (2-chloro-5-methyl-4-benzylamino-thieno-[2,3-d]-pyrimidine). Product: CC=1N(C=CN1)C=1N=C(C2=C(N1)SC=C2C)NCC2=CC=CC=C2 (2-(2-methylimidazol-1-yl)-5-methyl-4-benzylamino-thieno-[2,3-d]-pyrimidine). As a reaction SMILES: [CH3:1][C:2]1[NH:3][CH:4]=[CH:5][N:6]=1.Cl[C:8]1[N:9]=[C:10]([NH:18][CH2:19][C:20]2[CH:25]=[CH:24][CH:23]=[CH:22][CH:21]=2)[C:11]2[C:16]([CH3:17])=[CH:15][S:14][C:12]=2[N:13]=1>>[CH3:1][C:2]1[N:3]([C:8]2[N:9]=[C:10]([NH:18][CH2:19][C:20]3[CH:25]=[CH:24][CH:23]=[CH:22][CH:21]=3)[C:11]3[C:16]([CH3:17])=[CH:15][S:14][C:12]=3[N:13]=2)[CH:4]=[CH:5][N:6]=1. Reported procedure: Following the procedure of Example 97, the reaction of 2-methylimidazole with 2-chloro-5-methyl-4-benzylamino-thieno-[2,3-d]-pyrimidine gives 2-(2-methylimidazol-1-yl)-5-methyl-4-benzylamino-thieno-[2,3-d]-pyrimidine. Starting materials: Br, O=N[O-], CC(C)CC(N)C(=O)O, [Na+]. The product is CC(C)CC(Br)C(=O)O. RXN SMILES: [BrH:14].[N:10]([O-:11])=[O:12].[NH2:1][CH:2]([CH2:3][CH:4]([CH3:5])[CH3:6])[C:7](=[O:8])[OH:9].[Na+:13]>>[CH:2]([CH2:3][CH:4]([CH3:5])[CH3:6])([C:7](=[O:8])[OH:9])[Br:14]. Starting materials: CCP(=O)(CC)C(C)C#N, CC(=O)O, CO, O=Cc1ccc(C=O)cc1, O. The product is CC(C#N)=Cc1ccc(C=O)cc1. Reaction SMILES: [CH2:11]([P:12]([CH2:13][CH3:14])(=[O:15])[CH:17]([C:18]#[N:19])[CH3:20])[CH3:16].[CH3:22][C:23](=[O:24])[OH:25].[CH3:26][OH:27].[CH:1]([c:2]1[cH:3][cH:4][c:5]([CH:6]=[O:7])[cH:8][cH:9]1)=[O:10].[OH2:21]>>[CH:1]([c:2]1[cH:3][cH:4][c:5]([CH:6]=[C:17]([C:18]#[N:19])[CH3:20])[cH:8][cH:9]1)=[O:10]. RXN SMILES: [S:1]1[C:5]2[CH:6]=[CH:7][CH:8]=[CH:9][C:4]=2[C:3]([C:10]2[C:11](=O)[O:12][C:13](=[O:25])[C:14]=2[C:15]2[C:23]3[C:18](=[CH:19][CH:20]=[CH:21][CH:22]=3)[N:17]([CH3:24])[CH:16]=2)=[CH:2]1.[NH3:27]>CN(C=O)C>[S:1]1[C:5]2[CH:6]=[CH:7][CH:8]=[CH:9][C:4]=2[C:3]([C:10]2[C:11](=[O:12])[NH:27][C:13](=[O:25])[C:14]=2[C:15]2[C:23]3[C:18](=[CH:19][CH:20]=[CH:21][CH:22]=3)[N:17]([CH3:24])[CH:16]=2)=[CH:2]1. Solvent: CN(C)C=O (DMF). Reactants: S1C=C(C2=C1C=CC=C2)C=2C(OC(C2C2=CN(C1=CC=CC=C21)C)=O)=O (3-(1-benzothiophen-3-yl)-4-(1-methyl-3-indolyl)furan-2,5-dione), N (ammonia). Product: S1C=C(C2=C1C=CC=C2)C=2C(NC(C2C2=CN(C1=CC=CC=C21)C)=O)=O (3-(1-benzothiophen-3-yl)-4-(1-methyl-3-indolyl)-1H-pyrrole-2,5-dione). Reaction conditions: temperature 140 celsius. Procedure: 160 mg of 3-(1-benzothiophen-3-yl)-4-(1-methyl-3-indolyl)furan-2,5-dione were treated with 2 ml of DMF and 20 ml of 33% aqueous ammonia and the mixture was heated at 140° C. for 5 hours. The cooled mixture was filtered and the residue was washed with water and dried. The solid was purified on silica gel with 50% ethyl acetate in petroleum ether to give 20 mg of 3-(1-benzothiophen-3-yl)-4-(1-methyl-3-indolyl)-1H-pyrrole-2,5-dione, m.p. 250°-255° C. The reactants are C1CCOC1, COC(=O)COc1ccccc1N(C)C(=O)c1ccc(Cl)c(-c2cnc(Cl)cc2C)c1, [Li+], [OH-]. The product is Cc1cc(Cl)ncc1-c1cc(C(=O)N(C)c2ccccc2OCC(=O)O)ccc1Cl. Reaction SMILES: [CH2:34]1[O:35][CH2:36][CH2:37][CH2:38]1.[CH3:1][O:2][C:3]([CH2:4][O:5][c:6]1[c:7]([N:12]([CH3:13])[C:14]([c:15]2[cH:16][c:17](-[c:22]3[cH:23][n:24][c:25]([Cl:29])[cH:26][c:27]3[CH3:28])[c:18]([Cl:21])[cH:19][cH:20]2)=[O:30])[cH:8][cH:9][cH:10][cH:11]1)=[O:31].[Li+:33].[OH-:32]>>[O:2]=[C:3]([CH2:4][O:5][c:6]1[c:7]([N:12]([CH3:13])[C:14]([c:15]2[cH:16][c:17](-[c:22]3[cH:23][n:24][c:25]([Cl:29])[cH:26][c:27]3[CH3:28])[c:18]([Cl:21])[cH:19][cH:20]2)=[O:30])[cH:8][cH:9][cH:10][cH:11]1)[OH:31]. The reactants are BrC1=NC(=C(N1CC=C(C)C)C(=O)OC)C=O (methyl 2-bromo-3-(3-methyl-2-buten-1-yl)-5-formyl-3H-imidazole-4-carboxylate), C(C)(=O)O (acetic acid), [N+](=O)([O-])C (nitromethane), C([O-])([O-])=O.[Cs+].[Cs+] (caesium carbonate). The solvent is C(Cl)Cl (methylene chloride), CO (methanol), CO (methanol). Reaction conditions: time 15 minute. Yields the product BrC1=NC(=C(N1CC=C(C)C)C(=O)OC)C(C[N+](=O)[O-])O (Methyl 2-bromo-5-(1-hydroxy-2-nitro-ethyl)-3-(3-methyl-2-buten-1-yl)-3H-imidazole-4-carboxylate). As a reaction SMILES: [N+:1]([CH3:4])([O-:3])=[O:2].C(=O)([O-])[O-].[Cs+].[Cs+].[Br:11][C:12]1[N:16]([CH2:17][CH:18]=[C:19]([CH3:21])[CH3:20])[C:15]([C:22]([O:24][CH3:25])=[O:23])=[C:14]([CH:26]=[O:27])[N:13]=1.C(O)(=O)C>CO.C(Cl)Cl>[Br:11][C:12]1[N:16]([CH2:17][CH:18]=[C:19]([CH3:21])[CH3:20])[C:15]([C:22]([O:24][CH3:25])=[O:23])=[C:14]([CH:26]([OH:27])[CH2:4][N+:1]([O-:3])=[O:2])[N:13]=1 |f:1.2.3|. Procedure: 35 ml nitromethane are added to 1.14 g caesium carbonate in 15 ml of methanol at ambient temperature. Then the mixture is combined with a solution of 3.50 g methyl 2-bromo-3-(3-methyl-2-buten-1-yl)-5-formyl-3H-imidazole-4-carboxylate in 20 ml of methanol and 5 ml methylene chloride and stirred for 15 minutes at ambient temperature. Then 0.5 ml acetic acid are added and the solution is evaporated down in vacuo. The flask residue is combined with aqueous sodium hydrogen carbonate solution and extr... The reactants are ClC1=C(OC[C@H]2NCCC2)C=C(C=C1)[N+](=O)[O-] ((S)-2-(2-Chloro-5-nitro-phenoxymethyl)-pyrrolidine), Cl[Sn]Cl (SnCl2), C(=O)([O-])[O-].[K+].[K+] (K2CO3). Solvent: CCO (EtOH). Reaction conditions: time 40 minute. The product is ClC1=C(C=C(C=C1)N)OC[C@H]1N(CCC1)C ((S)-4-Chloro-3-(1-methyl-pyrrolidin-2-ylmethoxy)-phenylamine). As a reaction SMILES: [Cl:1][C:2]1[CH:14]=[CH:13][C:12]([N+:15]([O-])=O)=[CH:11][C:3]=1[O:4][CH2:5][C@@H:6]1[CH2:10][CH2:9][CH2:8][NH:7]1.Cl[Sn]Cl.[C:21]([O-])([O-])=O.[K+].[K+]>CCO>[Cl:1][C:2]1[CH:14]=[CH:13][C:12]([NH2:15])=[CH:11][C:3]=1[O:4][CH2:5][C@@H:6]1[CH2:10][CH2:9][CH2:8][N:7]1[CH3:21] |f:2.3.4|. Procedure details: (S)-2-(2-Chloro-5-nitro-phenoxymethyl)-pyrrolidine (3.42 g, 12.63 mmol) and SnCl2 (7.19 g, 37.9 mmol) in 45 mL EtOH were heated at 75° C. for 11 h. The reaction was treated with about 15 mL 1 N K2CO3 (aq) and stirred 40 min. The suspension was filtered through Celite and concentrated down to aqueous, which was then diluted with EtOAc and 1 N NaOH (aq). The layers were separated, and the organic layer was washed twice with 1 N NaOH and once with mix of brine and 1 N NaOH. The aqueous layers were ... Reactants: BrC=1C=CC=2NC3=CC=CC=C3C2C1 (3-bromo-9H-carbazole), [H-].[Na+] (sodium hydride), C1(=CC=CC=C1)C1=CC=C(CCl)C=C1 (4-phenyl-benzylchloride). The solvent is CN(C=O)C (N,N-dimethylformamide). Reaction conditions: time 1 hour. Product: C1(=CC=C(C=C1)CN1C2=CC=CC=C2C=2C=C(C=CC12)Br)C1=CC=CC=C1 (9-(biphenyl-4-ylmethyl)-3-bromo-9H-carbazole). Isolated yield 97.0%. Reaction SMILES: [Br:1][C:2]1[CH:3]=[CH:4][C:5]2[NH:6][C:7]3[C:12]([C:13]=2[CH:14]=1)=[CH:11][CH:10]=[CH:9][CH:8]=3.[H-].[Na+].[C:17]1([C:23]2[CH:30]=[CH:29][C:26]([CH2:27]Cl)=[CH:25][CH:24]=2)[CH:22]=[CH:21][CH:20]=[CH:19][CH:18]=1>CN(C)C=O>[C:23]1([C:17]2[CH:18]=[CH:19][CH:20]=[CH:21][CH:22]=2)[CH:24]=[CH:25][C:26]([CH2:27][N:6]2[C:5]3[CH:4]=[CH:3][C:2]([Br:1])=[CH:14][C:13]=3[C:12]3[C:7]2=[CH:8][CH:9]=[CH:10][CH:11]=3)=[CH:29][CH:30]=1 |f:1.2|. Procedure details: To a solution of 3-bromo-9H-carbazole (7.38 g, 30 mmol, prepared as described in Tetrahedron (1992), 48, 4779) in N,N-dimethylformamide (200 ml) was added portion wise sodium hydride (1.6 g, 39 mmol, 60% in mineral oil) during 15 min. After stirring at room temperature for 1 h, 4-phenyl-benzylchloride (6.21 g, 30 mmol) was added portion wise during 10 min. The resulting reaction mixture was stirred at room temperature for 20 h poured onto water (300 ml) and stirred for 4 h. The precipitate was f... The reactants are C(C)OP(=O)(OCC)CC(=O)OCC (ethyl diethylphosphonoacetate), FC1=CC=C(C2=CN(N=C12)C)C=O (7-fluoro-2-methyl-2H-indazole-4-carbaldehyde), O (Water), [H-].[Na+] (sodium hydride). The solvent is O1CCCC1 (tetrahydrofuran), O1CCCC1 (tetrahydrofuran), O1CCCC1 (tetrahydrofuran). Run at time 20 minute. Product: FC1=CC=C(C2=CN(N=C12)C)/C=C/C(=O)OCC (ethyl (2E)-3-(7-fluoro-2-methyl-2H-indazol-4-yl)acrylate). Isolated yield 83.0%. As a reaction SMILES: [H-].[Na+].C(OP([CH2:11][C:12]([O:14][CH2:15][CH3:16])=[O:13])(OCC)=O)C.[F:17][C:18]1[C:26]2[C:22](=[CH:23][N:24]([CH3:27])[N:25]=2)[C:21]([CH:28]=O)=[CH:20][CH:19]=1.O>O1CCCC1>[F:17][C:18]1[C:26]2[C:22](=[CH:23][N:24]([CH3:27])[N:25]=2)[C:21](/[CH:28]=[CH:11]/[C:12]([O:14][CH2:15][CH3:16])=[O:13])=[CH:20][CH:19]=1 |f:0.1|. Reported procedure: To a suspension of sodium hydride (0.467 g, 11.7 mmol) in tetrahydrofuran (10 mL) was added a solution of ethyl diethylphosphonoacetate (2.34 mL, 11.7 mmol) in tetrahydrofuran (3 mL) at 0° C., and the mixture was stirred for 20 min. To the reaction mixture was added a solution of 7-fluoro-2-methyl-2H-indazole-4-carbaldehyde (1.60 g, 8.98 mmol) in tetrahydrofuran (5 mL), and the mixture was warmed to room temperature over 4 hr. Water was added and the mixture was extracted with ethyl acetate. The...